This data is from the Open Reaction Database (ORD), a public repository of structured organic reaction records. The task is: describe an organic reaction: reactants, conditions, products, and yield The reactants are COC(CC1=C(N(C2=NC=CC=C21)CC2=C(C=C(C=C2)S(=O)(=O)CC)C(F)(F)F)C)=O ([1-(4-ethanesulfonyl-2-trifluoromethyl-benzyl)-2-methyl-1H-pyrrolo[2,3-b]pyridin-3-yl]-acetic acid methyl ester), [OH-].[Na+] (NaOH). Solvent: CO.C1CCOC1 (methanol THF). Reaction conditions: time 1.5 hour. Yields the product C(C)S(=O)(=O)C1=CC(=C(CN2C(=C(C=3C2=NC=CC3)CC(=O)O)C)C=C1)C(F)(F)F ([1-(4-Ethanesulfonyl-2-trifluoromethyl-benzyl)-2-methyl-1H-pyrrolo[2,3-b]pyridin-3-yl]-acetic acid). As a reaction SMILES: C[O:2][C:3](=[O:31])[CH2:4][C:5]1[C:13]2[C:8](=[N:9][CH:10]=[CH:11][CH:12]=2)[N:7]([CH2:14][C:15]2[CH:20]=[CH:19][C:18]([S:21]([CH2:24][CH3:25])(=[O:23])=[O:22])=[CH:17][C:16]=2[C:26]([F:29])([F:28])[F:27])[C:6]=1[CH3:30].[OH-].[Na+]>CO.C1COCC1>[CH2:24]([S:21]([C:18]1[CH:19]=[CH:20][C:15]([CH2:14][N:7]2[C:8]3=[N:9][CH:10]=[CH:11][CH:12]=[C:13]3[C:5]([CH2:4][C:3]([OH:31])=[O:2])=[C:6]2[CH3:30])=[C:16]([C:26]([F:28])([F:29])[F:27])[CH:17]=1)(=[O:23])=[O:22])[CH3:25] |f:1.2,3.4|. Reported procedure: To a stirred solution of [1-(4-ethanesulfonyl-2-trifluoromethyl-benzyl)-2-methyl-1H-pyrrolo[2,3-b]pyridin-3-yl]-acetic acid methyl ester (0.6 g, 1.32 mmol) in methanol/THF (8 ml of a 1:1 mixture) is added 1M NaOH (3 ml). After stirring at room temperature for 1.5 hours, the solvent is removed in vacuo and the residue is dissolved in water (3 ml). The solution is acidified to pH1 using 6M HCl and the resulting suspension is filtered and dried to yield the titled product. (MH+ 441) Reactants: [Al+3], C1CCOC1, CNC(=O)c1cc2ccccc2[nH]1, [H-], [H-], [H-], [H-], [Li+]. The product is CNCc1cc2ccccc2[nH]1. RXN SMILES: [Al+3:2].[CH2:20]1[O:21][CH2:22][CH2:23][CH2:24]1.[CH3:7][NH:8][C:9](=[O:10])[c:11]1[nH:12][c:13]2[cH:14][cH:15][cH:16][cH:17][c:18]2[cH:19]1.[H-:1].[H-:4].[H-:5].[H-:6].[Li+:3]>>[CH3:7][NH:8][CH2:9][c:11]1[nH:12][c:13]2[cH:14][cH:15][cH:16][cH:17][c:18]2[cH:19]1. Reactants: CN1CN(c2ccccc2)C2(CCNCC2)C1=O, CC(=O)CC(C)C, O=c1[nH]c2ccccc2n1CCCCl, Cl, [Na+], [Na+], O=C([O-])[O-], O. Yields the product CN1CN(c2ccccc2)C2(CCN(CCCn3c(=O)[nH]c4ccccc43)CC2)C1=O. Reaction SMILES: [CH3:16][N:17]1[CH2:18][N:19]([c:28]2[cH:29][cH:30][cH:31][cH:32][cH:33]2)[C:20]2([C:21]1=[O:22])[CH2:23][CH2:24][NH:25][CH2:26][CH2:27]2.[CH3:40][CH:41]([CH3:42])[CH2:43][C:44](=[O:45])[CH3:46].[Cl:1][CH2:2][CH2:3][CH2:4][n:5]1[c:6](=[O:14])[nH:7][c:8]2[c:9]1[cH:10][cH:11][cH:12][cH:13]2.[ClH:15].[Na+:34].[Na+:35].[O-:36][C:37](=[O:38])[O-:39].[OH2:47]>>[CH2:2]([CH2:3][CH2:4][n:5]1[c:6](=[O:14])[nH:7][c:8]2[c:9]1[cH:10][cH:11][cH:12][cH:13]2)[N:25]1[CH2:24][CH2:23][C:20]2([N:19]([c:28]3[cH:29][cH:30][cH:31][cH:32][cH:33]3)[CH2:18][N:17]([CH3:16])[C:21]2=[O:22])[CH2:27][CH2:26]1.